describe an organic reaction: reactants, conditions, products, and yield From a dataset of the Open Reaction Database (ORD), a public repository of structured organic reaction records. The reactants are Br, CC(=O)O, COc1ccc(CCc2nc(-c3cccs3)c[nH]2)cc1. Product: Oc1ccc(CCc2nc(-c3cccs3)c[nH]2)cc1. RXN SMILES: [BrH:21].[C:22]([OH:23])(=[O:24])[CH3:25].[CH3:1][O:2][c:3]1[cH:4][cH:5][c:6]([CH2:9][CH2:10][c:11]2[nH:12][cH:13][c:14](-[c:16]3[s:17][cH:18][cH:19][cH:20]3)[n:15]2)[cH:7][cH:8]1>>[OH:2][c:3]1[cH:4][cH:5][c:6]([CH2:9][CH2:10][c:11]2[nH:12][cH:13][c:14](-[c:16]3[s:17][cH:18][cH:19][cH:20]3)[n:15]2)[cH:7][cH:8]1. Reactants: ClC1=CC(=C(CN2N=CC3=CC(=CC=C23)C=C2C(N=C(S2)SCC)=O)C=C1)C(F)(F)F (5-[1-(4-chloro-2-trifluoromethyl-benzyl)-1H-indazol-5-ylmethylene]-2-ethylsulfanyl-thiazol-4-one), N1CC(C1)=O (azetidin-3-one). Yields the product ClC1=CC(=C(CN2N=CC3=CC(=CC=C23)C=C2C(N=C(S2)N2CC(C2)=O)=O)C=C1)C(F)(F)F (5-[1-(4-Chloro-2-trifluoromethyl-benzyl)-1H-indazol-5-ylmethylene]-2-(3-oxo-azetidin-1-yl)-thiazol-4-one). RXN SMILES: [Cl:1][C:2]1[CH:27]=[CH:26][C:5]([CH2:6][N:7]2[C:15]3[C:10](=[CH:11][C:12]([CH:16]=[C:17]4[S:21][C:20](SCC)=[N:19][C:18]4=[O:25])=[CH:13][CH:14]=3)[CH:9]=[N:8]2)=[C:4]([C:28]([F:31])([F:30])[F:29])[CH:3]=1.[NH:32]1[CH2:35][C:34](=[O:36])[CH2:33]1>>[Cl:1][C:2]1[CH:27]=[CH:26][C:5]([CH2:6][N:7]2[C:15]3[C:10](=[CH:11][C:12]([CH:16]=[C:17]4[S:21][C:20]([N:32]5[CH2:35][C:34](=[O:36])[CH2:33]5)=[N:19][C:18]4=[O:25])=[CH:13][CH:14]=3)[CH:9]=[N:8]2)=[C:4]([C:28]([F:31])([F:29])[F:30])[CH:3]=1. Procedure: 5-[1-(4-Chloro-2-trifluoromethyl-benzyl)-1H-indazol-5-ylmethylene]-2-(3-oxo-azetidin-1-yl)-thiazol-4-one was prepared from 5-[1-(4-chloro-2-trifluoromethyl-benzyl)-1H-indazol-5-ylmethylene]-2-ethylsulfanyl-thiazol-4-one and azetidin-3-one following General Procedure C. The reactants are NC1=C(C(=O)O)C=CC(=C1)Br (2-amino-4-bromobenzoic acid), C[Si](C)(C)Cl (trimethylsilyl chloride), N1=CC=CC=C1 (pyridine), C1(=CC=CC=C1)S(=O)(=O)Cl (benzenesulfonyl chloride), Cl (HCl). Run in ClCCl (dichloromethane), ClCCl (dichloromethane). Conditions: time 3 hour. The product is BrC1=CC(=C(C(=O)O)C=C1)NS(=O)(=O)C1=CC=CC=C1 (4-bromo-2-[(phenylsulfonyl)amino]benzoic acid). As a reaction SMILES: [NH2:1][C:2]1[CH:10]=[C:9]([Br:11])[CH:8]=[CH:7][C:3]=1[C:4]([OH:6])=[O:5].C[Si](Cl)(C)C.N1C=CC=CC=1.[C:23]1([S:29](Cl)(=[O:31])=[O:30])[CH:28]=[CH:27][CH:26]=[CH:25][CH:24]=1.Cl>ClCCl>[Br:11][C:9]1[CH:8]=[CH:7][C:3]([C:4]([OH:6])=[O:5])=[C:2]([NH:1][S:29]([C:23]2[CH:28]=[CH:27][CH:26]=[CH:25][CH:24]=2)(=[O:31])=[O:30])[CH:10]=1. Procedure: A mixture of Example 125B (2 g, 9.2 mmol) and dichloromethane (56 mL) was treated sequentially with 1M trimethylsilyl chloride (20.4 mL, 20.4 mmol) and pyridine (3.4 mL, 41.7 mmol), stirred for 3 hours, treated with benzenesulfonyl chloride (1.4 mL, 11.1 mmol), stirred for 48 hours, diluted with dichloromethane (100 mL), acidified to pH 1 with 1M HCl and stirred for 15 minutes. The organic layer was dried (Na2SO4), filtered, and concentrated. Purification by preparative HPLC on a Waters Symmetry... The reactants are O=S(=O)(Oc1cc2c(Br)ccc(F)c2cn1)C(F)(F)F, CC(C)(C)OC(=O)N1CCC(n2cc(-c3cnc(N)c(B4OC(C)(C)C(C)(C)O4)c3)cn2)CC1, O=C([O-])[O-], C1COCCO1, [Cs+], [Cs+], O, c1ccc(P(c2ccccc2)(c2ccccc2)[Pd](P(c2ccccc2)(c2ccccc2)c2ccccc2)(P(c2ccccc2)(c2ccccc2)c2ccccc2)P(c2ccccc2)(c2ccccc2)c2ccccc2)cc1. The product is CC(C)(C)OC(=O)N1CCC(n2cc(-c3cnc(N)c(-c4cc5c(Br)ccc(F)c5cn4)c3)cn2)CC1. RXN SMILES: [Br:35][c:36]1[c:37]2[cH:38][c:39]([O:47][S:48]([C:49]([F:50])([F:51])[F:52])(=[O:53])=[O:54])[n:40][cH:41][c:42]2[c:43]([F:46])[cH:44][cH:45]1.[C:1]([CH3:2])([CH3:3])([CH3:4])[O:5][C:6](=[O:7])[N:8]1[CH2:9][CH2:10][CH:11]([n:14]2[n:15][cH:16][c:17](-[c:19]3[cH:20][n:21][c:22]([NH2:34])[c:23]([B:25]4[O:26][C:27]([CH3:28])([CH3:29])[C:30]([CH3:31])([CH3:32])[O:33]4)[cH:24]3)[cH:18]2)[CH2:12][CH2:13]1.[C:55](=[O:56])([O-:57])[O-:58].[CH2:61]1[O:62][CH2:63][CH2:64][O:65][CH2:66]1.[Cs+:59].[Cs+:60].[OH2:67].[cH:68]1[cH:69][cH:70][c:71]([P:72]([Pd:73]([P:74]([c:75]2[cH:76][cH:77][cH:78][cH:79][cH:80]2)([c:81]2[cH:82][cH:83][cH:84][cH:85][cH:86]2)[c:87]2[cH:88][cH:89][cH:90][cH:91][cH:92]2)([P:93]([c:94]2[cH:95][cH:96][cH:97][cH:98][cH:99]2)([c:100]2[cH:101][cH:102][cH:103][cH:104][cH:105]2)[c:106]2[cH:107][cH:108][cH:109][cH:110][cH:111]2)[P:112]([c:113]2[cH:114][cH:115][cH:116][cH:117][cH:118]2)([c:119]2[cH:120][cH:121][cH:122][cH:123][cH:124]2)[c:125]2[cH:126][cH:127][cH:128][cH:129][cH:130]2)([c:131]2[cH:132][cH:133][cH:134][cH:135][cH:136]2)[c:137]2[cH:138][cH:139][cH:140][cH:141][cH:142]2)[cH:143][cH:144]1>>[C:1]([CH3:2])([CH3:3])([CH3:4])[O:5][C:6](=[O:7])[N:8]1[CH2:9][CH2:10][CH:11]([n:14]2[n:15][cH:16][c:17](-[c:19]3[cH:20][n:21][c:22]([NH2:34])[c:23](-[c:39]4[cH:38][c:37]5[c:36]([Br:35])[cH:45][cH:44][c:43]([F:46])[c:42]5[cH:41][n:40]4)[cH:24]3)[cH:18]2)[CH2:12][CH2:13]1. The product is C1(CCCC1)OC=1C=C(C=CC1[N+](=O)[O-])/C=C/C(=O)OC (Methyl 3-(3-cyclopentoxy-4-nitrophenyl)-E-propenoate). Procedure: To a stirred suspension of 0.89 g (22.3 mmol) of a 50% oil suspension of sodium hydride (previously washed with three, 10 mL portions of hexane) in 100 mL of dry tetrahydrofuran under a nitrogen atmosphere was added dropwise at room temperature 2.54 mL (15.7 mmol) of trimethylphosphonoacetate in 100 mL of dry tetrahydrofuran over a 30 minute period. The white suspension was stirred for an additional 10 minutes after which time 3.35 g (14.2 mmol) of 3-cyclopentoxy-4-nitrobenzaldehyde in 50 mL of ... The reactants are C1(CCCC1)OC=1C=C(C=O)C=CC1[N+](=O)[O-] (3-cyclopentoxy-4-nitrobenzaldehyde), O1CCCC1 (tetrahydrofuran), oil, [H-].[Na+] (sodium hydride), CC(C)(C(=O)[O-])P(=O)(O)OC (trimethylphosphonoacetate), O1CCCC1 (tetrahydrofuran). As a reaction SMILES: [H-].[Na+].C[C:4](P(OC)(O)=O)([C:6]([O-:8])=[O:7])[CH3:5].[CH:14]1([O:19][C:20]2[CH:21]=[C:22]([CH:25]=[CH:26][C:27]=2[N+:28]([O-:30])=[O:29])C=O)[CH2:18][CH2:17][CH2:16][CH2:15]1.O1CCC[CH2:32]1>>[CH:14]1([O:19][C:20]2[CH:21]=[C:22](/[CH:5]=[CH:4]/[C:6]([O:8][CH3:32])=[O:7])[CH:25]=[CH:26][C:27]=2[N+:28]([O-:30])=[O:29])[CH2:15][CH2:16][CH2:17][CH2:18]1 |f:0.1|.